The task is: describe an organic reaction: reactants, conditions, products, and yield. This data is from the Open Reaction Database (ORD), a public repository of structured organic reaction records. Starting materials: FC1=CC=C(CN2N=CN(C2=O)C2=CC(=C(S2)C(=O)O)C)C=C1 (5-(1-(4-fluorobenzyl)-5-oxo-1H-1,2,4-triazol-4(5H)-yl)-3-methylthiophene-2-carboxylic acid), ON1N=NC2=C1C=CC=C2 (1-hydroxybenzotriazole), Cl.C(C)N=C=NCCCN(C)C (1-ethyl-3-(3-dimethylaminopropyl)carbodiimide hydrochloride), C(C)(C)N(C(C)C)CC (N,N-diisopropylethylamine), NCC=1C=NC=CC1 (3-(aminomethyl)pyridine). Run in CN(C=O)C (N,N-dimethylformamide), C(C)(=O)OCC (ethyl acetate). Reaction conditions: time 18 hour. The product is FC1=CC=C(CN2N=CN(C2=O)C2=CC(=C(S2)C(=O)NCC=2C=NC=CC2)C)C=C1 (5-(1-(4-fluorobenzyl)-5-oxo-1H-1,2,4-triazol-4(5H)-yl)-3-methyl-N-(pyridin-3-ylmethyl)thiophene-2-carboxamide). Yield: 87.0%. As a reaction SMILES: [F:1][C:2]1[CH:23]=[CH:22][C:5]([CH2:6][N:7]2[C:11](=[O:12])[N:10]([C:13]3[S:17][C:16]([C:18](O)=[O:19])=[C:15]([CH3:21])[CH:14]=3)[CH:9]=[N:8]2)=[CH:4][CH:3]=1.ON1C2C=CC=CC=2N=N1.Cl.C(N=C=NCCCN(C)C)C.C(N(CC)C(C)C)(C)C.[NH2:55][CH2:56][C:57]1[CH:58]=[N:59][CH:60]=[CH:61][CH:62]=1>CN(C)C=O.C(OCC)(=O)C>[F:1][C:2]1[CH:23]=[CH:22][C:5]([CH2:6][N:7]2[C:11](=[O:12])[N:10]([C:13]3[S:17][C:16]([C:18]([NH:55][CH2:56][C:57]4[CH:58]=[N:59][CH:60]=[CH:61][CH:62]=4)=[O:19])=[C:15]([CH3:21])[CH:14]=3)[CH:9]=[N:8]2)=[CH:4][CH:3]=1 |f:2.3|. Procedure: To a stirred mixture of 5-(1-(4-fluorobenzyl)-5-oxo-1H-1,2,4-triazol-4(5H)-yl)-3-methylthiophene-2-carboxylic acid (0.13 g, 0.38 mmol), 1-hydroxybenzotriazole (0.077 g, 0.57 mmol) and 1-ethyl-3-(3-dimethylaminopropyl)carbodiimide hydrochloride (0.11 g, 0.57 mmol) in N,N-dimethylformamide (2 mL) was added N,N-diisopropylethylamine (0.20 mL, 1.14 mmol) and 3-(aminomethyl)pyridine (0.04 mL, 0.39 mmol). The resulting reaction mixture was stirred for 18 h at ambient temperature, then diluted with eth... Starting materials: C1CCOC1, [Li]CCCC, COc1ccc2cc(Br)ccc2c1, O=C1CCC(C(F)(F)F)CC1. Yields the product COc1ccc2cc(C3(O)CCC(C(F)(F)F)CC3)ccc2c1. RXN SMILES: [CH2:30]1[O:31][CH2:32][CH2:33][CH2:34]1.[CH3:14][CH2:15][CH2:16][CH2:17][Li:18].[CH3:1][O:2][c:3]1[cH:4][c:5]2[cH:6][cH:7][c:8]([Br:13])[cH:9][c:10]2[cH:11][cH:12]1.[F:19][C:20]([CH:21]1[CH2:22][CH2:23][C:24](=[O:27])[CH2:25][CH2:26]1)([F:28])[F:29]>>[CH3:1][O:2][c:3]1[cH:4][c:5]2[cH:6][cH:7][c:8]([C:24]3([OH:27])[CH2:23][CH2:22][CH:21]([C:20]([F:19])([F:28])[F:29])[CH2:26][CH2:25]3)[cH:9][c:10]2[cH:11][cH:12]1.